This data is from the Open Reaction Database (ORD), a public repository of structured organic reaction records. The task is: describe an organic reaction: reactants, conditions, products, and yield Run at time 30 minute. RXN SMILES: [H-].[Na+].[CH2:3]1[O:13][C:6]2([CH2:11][CH2:10][C:9](=O)[CH2:8][CH2:7]2)[O:5][CH2:4]1.[OH2:14].[CH2:15]1[CH2:19][O:18][CH2:17][CH2:16]1>>[CH2:17]([O:18][C:19]([CH:15]=[C:9]1[CH2:10][CH2:11][C:6]2([O:13][CH2:3][CH2:4][O:5]2)[CH2:7][CH2:8]1)=[O:14])[CH3:16] |f:0.1|. The product is C(C)OC(=O)C=C1CCC2(OCCO2)CC1 (8-ethoxycarbonylmethylidene-1,4-dioxaspiro[4.5]decane). Procedure: Triethylphosphonoacetate (146 mL, 0.74 mol) is added to a suspension of NaH (60% in oil, 29.5 g, 0.74 mol) in THF (2500 mL) at 0-5° C., and the mixture is stirred for 30 min at the same temperature. To the mixture is added dropwise 1,4-cyclohexanedione monoethylene acetal (100 g, 0.64 mol) in THF (700 mL) at 0-5° C. and stirring is continued for 1 hour at the same temperature. After addition of H2O (1500 mL), the mixture is extracted with EtOAc (3000 mL). The water layer is extracted with EtOAc ... Reactants: C1COC2(CCC(CC2)=O)O1 (1,4-cyclohexanedione monoethylene acetal), C1CCOC1 (THF), O (H2O), Triethylphosphonoacetate, [H-].[Na+] (NaH), C1CCOC1 (THF). The reactants are O1CCOCC1 (1,4-Dioxane), BrC1=CC(=C(C=C1)S(=O)(=O)NC=1SC=CN1)C#N (4-Bromo-2-cyano-N-thiazol-2-yl-benzenesulfonamide), CC(C)([O-])C.[Na+] (Sodium tert-butoxide), CC1(C2=CC=CC(=C2OC=2C(=CC=CC12)P(C1=CC=CC=C1)C1=CC=CC=C1)P(C1=CC=CC=C1)C1=CC=CC=C1)C (9,9-DIMETHYL-4,5-BIS(DIPHENYLPHOSPHINO)XANTHENE), NC=1SC=C(N1)C1=CC=C(C=C1)Cl (2-AMINO-4-(4-CHLOROPHENYL)THIAZOLE). Reagents/catalysts: C=1C=CC(=CC1)/C=C/C(=O)/C=C/C2=CC=CC=C2.C=1C=CC(=CC1)/C=C/C(=O)/C=C/C2=CC=CC=C2.C=1C=CC(=CC1)/C=C/C(=O)/C=C/C2=CC=CC=C2.[Pd].[Pd] (Tris(dibenzylideneacetone)dipalladium(0)). Reaction conditions: temperature 150 celsius. The product is C(C)(C)(C)C=1N=C(SC1)NC1=CC(=C(C=C1)S(=O)(=O)NC=1SC=CN1)C#N (4-(4-tert-butylthiazol-2-ylamino)-2-cyano-N-(thiazol-2-yl)benzenesulfonamide). RXN SMILES: Br[C:2]1[CH:7]=[CH:6][C:5]([S:8]([NH:11][C:12]2[S:13][CH:14]=[CH:15][N:16]=2)(=[O:10])=[O:9])=[C:4]([C:17]#[N:18])[CH:3]=1.CC(C)([O-])C.[Na+].[CH3:25][C:26]1([CH3:66])[C:39]2C=CC=C(P(C3C=CC=CC=3)C3C=CC=CC=3)[C:34]=2OC2[C:27]1=CC=CC=2P(C1C=CC=CC=1)C1C=CC=CC=1.[NH2:67][C:68]1[S:69]C=C(C2C=CC(Cl)=CC=2)[N:72]=1.O1CCOCC1>C1C=CC(/C=C/C(/C=C/C2C=CC=CC=2)=O)=CC=1.C1C=CC(/C=C/C(/C=C/C2C=CC=CC=2)=O)=CC=1.C1C=CC(/C=C/C(/C=C/C2C=CC=CC=2)=O)=CC=1.[Pd].[Pd]>[C:26]([C:39]1[N:67]=[C:68]([NH:72][C:2]2[CH:7]=[CH:6][C:5]([S:8]([NH:11][C:12]3[S:13][CH:14]=[CH:15][N:16]=3)(=[O:10])=[O:9])=[C:4]([C:17]#[N:18])[CH:3]=2)[S:69][CH:34]=1)([CH3:66])([CH3:27])[CH3:25] |f:1.2,6.7.8.9.10|. Procedure details: Into a Vial was added the 4-Bromo-2-cyano-N-thiazol-2-yl-benzenesulfonamide (35 mg, 0.00010 mol), Sodium tert-butoxide (29 mg, 0.00030 mol), 9,9-DIMETHYL-4,5-BIS(DIPHENYLPHOSPHINO)XANTHENE (7.1 mg, 0.000012 mol), Tris(dibenzylideneacetone)dipalladium(0) (3.7 mg, 0.0000041 mol), 2-AMINO-4-(4-CHLOROPHENYL)THIAZOLE and the de-gassed anhydrous 1,4-Dioxane (1.4 mL, 0.018 mol). The reaction mixture was heated at 150° C. for 1 h in microwave. The reaction mixture was filtered through celite and the fil... Starting materials: ClC1=CC=C(C=C1)C(CC(=O)OCC)(C)O (ethyl 3-(4-chlorophenyl)-3-hydroxybutanoate), CC(=O)C1=CC=C(C=C1)Cl (4-chloroacetophenone), [Cl-].[In+3].[Cl-].[Cl-] (indium(III) chloride), CSCC=1C=CC=C2C=CNC12 (7-[(Methylsulfanyl)methyl]-1H-indole). Solvent: C(C)(=O)OCC (ethyl acetate), O (water), C(C)(=O)OCC (ethyl acetate), C1(=CC=CC=C1)C (toluene). Conditions: temperature 80 celsius, time 5 hour. Product: ClC1=CC=C(C=C1)C(CC(=O)OCC)(C)C1=CNC2=C(C=CC=C12)CSC (Ethyl 3-(4-chlorophenyl)-3-{7-[(methylsulfanyl)methyl]-1H-indol-3-yl}butanoate). Reaction SMILES: [Cl:1][C:2]1[CH:7]=[CH:6][C:5]([C:8](O)([CH3:15])[CH2:9][C:10]([O:12][CH2:13][CH3:14])=[O:11])=[CH:4][CH:3]=1.CC(C1C=CC(Cl)=CC=1)=O.[Cl-].[In+3].[Cl-].[Cl-].[CH3:31][S:32][CH2:33][C:34]1[CH:35]=[CH:36][CH:37]=[C:38]2[C:42]=1[NH:41][CH:40]=[CH:39]2>C1(C)C=CC=CC=1.C(OCC)(=O)C.O>[Cl:1][C:2]1[CH:3]=[CH:4][C:5]([C:8]([C:39]2[C:38]3[C:42](=[C:34]([CH2:33][S:32][CH3:31])[CH:35]=[CH:36][CH:37]=3)[NH:41][CH:40]=2)([CH3:15])[CH2:9][C:10]([O:12][CH2:13][CH3:14])=[O:11])=[CH:6][CH:7]=1 |f:2.3.4.5|. Reported procedure: 3.42 g (14.10 mmol) of ethyl 3-(4-chlorophenyl)-3-hydroxybutanoate (preparation in analogy to the synthesis of Example 88A starting from 4-chloroacetophenone and ethyl acetate) and 3.12 g (14.10 mmol) of indium(III) chloride were added to 2.50 g (14.10 mmol) of the compound from Example 8A in 100 ml of toluene. The reaction mixture was stirred at 80° C. for 5 h. After cooling to RT, the reaction solution was mixed with water and ethyl acetate, and the solid was filtered off. The phases of the fi... Starting materials: ClC1=CC=CC=2C=NS(C21)(=O)=O (7-chloro-1,2-benzisothiazole-1,1-dioxide), [BH4-].[Na+] (sodium borohydride). Run in C(C)(=O)O (acetic acid). Conditions: temperature 0 celsius. The product is ClC1=CC=CC=2CNS(C21)(=O)=O (7-Chloro-2,3-dihydro-1,2-benzisothiazole-1,1-dioxide). Isolated yield 97.4%. RXN SMILES: [Cl:1][C:2]1[C:10]2[S:9](=[O:12])(=[O:11])[N:8]=[CH:7][C:6]=2[CH:5]=[CH:4][CH:3]=1.[BH4-].[Na+]>C(O)(=O)C>[Cl:1][C:2]1[C:10]2[S:9](=[O:12])(=[O:11])[NH:8][CH2:7][C:6]=2[CH:5]=[CH:4][CH:3]=1 |f:1.2|. Procedure: A suspension of 17.9 g of 7-chloro-1,2-benzisothiazole-1,1-dioxide in 180 ml of absolute etnanol was cooled to 0° C. and treated with 3.33 g of sodium borohydride at such a rate that the temperature remained below 5° C. The mixture was warmed to room temperature for 30 minutes, recooled to 0° C. and treated with glacial acetic acid to destroy excess hydride. The mixture was concentrated to dryness, the resulting solid suspended in water, filtered, washed with water and dried in vacuo at 50° C. f... Reactants: C1=CC=C(C=C1)COC(=O)Cl (Cbz-Cl), N(CCO)CCO (2,2′-azanediyldiethanol), C([O-])([O-])=O.[Na+].[Na+] (sodium carbonate), CC(=O)C (acetone). The solvent is O (water), O (water). Run at temperature 0 celsius, time 3 hour. Product: OCCN(C(OCC1=CC=CC=C1)=O)CCO (Benzyl bis(2-hydroxyethyl)carbamate). The yield is 75.5%. Reaction SMILES: [NH:1]([CH2:5][CH2:6][OH:7])[CH2:2][CH2:3][OH:4].C(=O)([O-])[O-].[Na+].[Na+].CC(C)=O.[CH:18]1[CH:23]=[CH:22][C:21]([CH2:24][O:25][C:26](Cl)=[O:27])=[CH:20][CH:19]=1>O>[OH:4][CH2:3][CH2:2][N:1]([CH2:5][CH2:6][OH:7])[C:26](=[O:27])[O:25][CH2:24][C:21]1[CH:22]=[CH:23][CH:18]=[CH:19][CH:20]=1 |f:1.2.3|. Procedure: A suspension of 2,2′-azanediyldiethanol (7.3 ml, 76.09 mmol), sodium carbonate (18.33 g, 172.94 mmol), acetone (125 ml), and water (125 ml) at 0° C. was treated dropwise over a 15 minute period with Cbz-Cl (10.25 ml, 69.17 mmol). The suspension was stirred an additional 3 hours at 0° C. The suspension was diluted with water (500 ml) and extracted with CHCl3 (2×250 ml). The combined organic extracts were dried over sodium sulfate, filtered and concentrated under reduced pressure. The concentrate ... The reactants are NC1=C(C=C(C=C1)C(=C(Cl)Cl)C)[N+](=O)[O-] (1-amino 2-nitro-4-(2,2-dichloro-1-methylethenyl) benzene). Reagents/catalysts: [Fe] (iron). The solvent is C(C)O (ethanol). Yields the product NC1=C(C=C(C=C1)C(=C(Cl)Cl)C)N (1,2-Diamino-4-(2,2-dichloro-1-methylethenyl) benzene). Reaction SMILES: [NH2:1][C:2]1[CH:7]=[CH:6][C:5]([C:8]([CH3:12])=[C:9]([Cl:11])[Cl:10])=[CH:4][C:3]=1[N+:13]([O-])=O>[Fe].C(O)C>[NH2:1][C:2]1[CH:7]=[CH:6][C:5]([C:8]([CH3:12])=[C:9]([Cl:10])[Cl:11])=[CH:4][C:3]=1[NH2:13]. Procedure details: A mixture of 2.1 g. (8.5 mmoles) of 1-amino 2-nitro-4-(2,2-dichloro-1-methylethenyl) benzene 2.1 g. (0.038 moles) of iron powder is suspended in 80 ml. of 40% ethanol and refluxed for 30 minutes. The reaction mixture is filtered while hot, the solid material washed with ethanol and extracted with chloroform and evaporated to dryness in vacuo affording 1.66 g. of a brown glassy substance, which is used as is in the next step.